Dataset: the Open Reaction Database (ORD), a public repository of structured organic reaction records. Task: describe an organic reaction: reactants, conditions, products, and yield Starting materials: C(C)OC(CS(=O)(=O)C1=CC=C(C=C1)OCC#CC)=O (ethyl{[4-(2-butynyloxy)phenyl]sulfonyl}acetate), Cl.Cl.ClCCN(C(CC)CC)CCCl (bis-(2-chloro-ethyl)-(3-pentanyl)-amine dihydrochloride). Yields the product C(C)OC(=O)C1(CCN(CC1)C(CC)CC)S(=O)(=O)C1=CC=C(C=C1)OCC#CC (4-{[4-(2-Butynyloxy)phenyl]sulfonyl}-1-(3-pentanyl)-piperidine-4-carboxylic acid ethyl ester), product. Yield: 26.0%. As a reaction SMILES: [CH2:1]([O:3][C:4](=[O:20])[CH2:5][S:6]([C:9]1[CH:14]=[CH:13][C:12]([O:15][CH2:16][C:17]#[C:18][CH3:19])=[CH:11][CH:10]=1)(=[O:8])=[O:7])[CH3:2].Cl.Cl.Cl[CH2:24][CH2:25][N:26]([CH2:32][CH2:33]Cl)[CH:27]([CH2:30][CH3:31])[CH2:28][CH3:29]>>[CH2:1]([O:3][C:4]([C:5]1([S:6]([C:9]2[CH:10]=[CH:11][C:12]([O:15][CH2:16][C:17]#[C:18][CH3:19])=[CH:13][CH:14]=2)(=[O:7])=[O:8])[CH2:33][CH2:32][N:26]([CH:27]([CH2:30][CH3:31])[CH2:28][CH3:29])[CH2:25][CH2:24]1)=[O:20])[CH3:2] |f:1.2.3|. Reported procedure: 4-{[4-(2-Butynyloxy)phenyl]sulfonyl}-1-(3-pentanyl)-piperidine-4-carboxylic acid ethyl ester was was prepared according to the general method as outlined in example 1 (step 6), starting from ethyl{[4-(2-butynyloxy)phenyl]sulfonyl}acetate (8.8 g, 30.0 mmol) and bis-(2-chloro-ethyl)-(3-pentanyl)-amine dihydrochloride (7.4 g, 30 mmol), 3.5 g of product (brown oil) was isolated. Yield 26%; MS: 436 (M+H)+ Starting materials: CC(=O)c1ccc2c(c1)C(C)(C)CCC2(C)C, COC(=O)c1ccc(C(=O)OC)cc1, COCCOC, Cc1ccccc1, Cl, [H-], [Na+], O. Yields the product COC(=O)c1ccc(C(=O)CC(=O)c2ccc3c(c2)C(C)(C)CCC3(C)C)cc1. Reaction SMILES: [C:15]([CH3:16])(=[O:17])[c:18]1[cH:19][c:20]2[c:25]([cH:26][cH:27]1)[C:24]([CH3:28])([CH3:29])[CH2:23][CH2:22][C:21]2([CH3:30])[CH3:31].[C:1]([c:2]1[cH:3][cH:4][c:5]([C:6](=[O:7])[O:8][CH3:9])[cH:10][cH:11]1)([O:13][CH3:12])=[O:14].[CH2:42]([CH2:43][O:44][CH3:45])[O:46][CH3:47].[CH3:35][c:36]1[cH:37][cH:38][cH:39][cH:40][cH:41]1.[ClH:34].[H-:32].[Na+:33].[OH2:48]>>[C:1]([c:2]1[cH:3][cH:4][c:5]([C:6](=[O:7])[O:8][CH3:9])[cH:10][cH:11]1)(=[O:13])[CH2:16][C:15](=[O:17])[c:18]1[cH:19][c:20]2[c:25]([cH:26][cH:27]1)[C:24]([CH3:28])([CH3:29])[CH2:23][CH2:22][C:21]2([CH3:30])[CH3:31]. The reactants are C(C)#N (acetonitrile), NC=1C2=C(N=CN1)N(C(=C2C2=CC=C(C=C2)OC2=CC=CC=C2)[N+](=O)[O-])[C@H]2CN(CC2)C(\C=C\CN(C)C2CC2)=O ((R,E)-1-(3-(4-amino-6-nitro-5-(4-phenoxyphenyl)-7H-pyrrolo[2,3-d]pyrimidin-7-yl)pyrrolidin-1-yl)-4-(cyclopropyl(methyl)amino)but-2-en-1-one), [NH4+].[Cl-] (NH4Cl). The reagents and catalysts are [Fe] (iron). Solvent: O (water), C1CCOC1.CO.O (THF MeOH H2O). Run at temperature 50 celsius. Product: C1(CC1)N(C/C=C/C(=O)N1C[C@@H](CC1)N1C(=C(C2=C1N=CN=C2N)C2=CC=C(C=C2)OC2=CC=CC=C2)N)C ((R,E)-4-(cyclopropyl(methyl)amino)-1-(3-(4,6-diamino-5-(4-phenoxyphenyl)-7H-pyrrolo[2,3-d]pyrimidin-7-yl)pyrrolidin-1-yl)but-2-en-1-one). Isolated yield 5.6%. Reaction SMILES: [NH2:1][C:2]1[C:3]2[C:10]([C:11]3[CH:16]=[CH:15][C:14]([O:17][C:18]4[CH:23]=[CH:22][CH:21]=[CH:20][CH:19]=4)=[CH:13][CH:12]=3)=[C:9]([N+:24]([O-])=O)[N:8]([C@@H:27]3[CH2:31][CH2:30][N:29]([C:32](=[O:41])/[CH:33]=[CH:34]/[CH2:35][N:36]([CH:38]4[CH2:40][CH2:39]4)[CH3:37])[CH2:28]3)[C:4]=2[N:5]=[CH:6][N:7]=1.[NH4+].[Cl-].C(#N)C>C1COCC1.CO.O.O.[Fe]>[CH:38]1([N:36]([CH3:37])[CH2:35]/[CH:34]=[CH:33]/[C:32]([N:29]2[CH2:30][CH2:31][C@@H:27]([N:8]3[C:4]4[N:5]=[CH:6][N:7]=[C:2]([NH2:1])[C:3]=4[C:10]([C:11]4[CH:12]=[CH:13][C:14]([O:17][C:18]5[CH:23]=[CH:22][CH:21]=[CH:20][CH:19]=5)=[CH:15][CH:16]=4)=[C:9]3[NH2:24])[CH2:28]2)=[O:41])[CH2:40][CH2:39]1 |f:1.2,4.5.6|. Procedure: To a stirred solution of (R,E)-1-(3-(4-amino-6-nitro-5-(4-phenoxyphenyl)-7H-pyrrolo[2,3-d]pyrimidin-7-yl)pyrrolidin-1-yl)-4-(cyclopropyl(methyl)amino)but-2-en-1-one (160) (227 mg, 0.41 mmol) in THF/MeOH/H2O (4 mL/2 mL/1 mL) was added iron powder (92 mg, 1.64 mmol) and NH4Cl (89 mg, 1.64 mmol). The resulting mixture was heated at 50° C. for 1 hrs under N2, and then filtered through a pad of Celite. The filtrate was directly loaded and purified by preparative HPLC (RP, C18, 10 to 95% acetonitrile ... The reactants are COC(=O)c1cc(Br)oc1CSC, COCCOC, OB(O)c1ccc(C(F)(F)F)cc1, [Na+], [Na+], O=C([O-])[O-], O, c1ccc(P(c2ccccc2)(c2ccccc2)[Pd](P(c2ccccc2)(c2ccccc2)c2ccccc2)(P(c2ccccc2)(c2ccccc2)c2ccccc2)P(c2ccccc2)(c2ccccc2)c2ccccc2)cc1. Yields the product COC(=O)c1cc(-c2ccc(C(F)(F)F)cc2)oc1CSC. As a reaction SMILES: [Br:1][c:2]1[cH:3][c:4]([C:10](=[O:11])[O:12][CH3:13])[c:5]([CH2:7][S:8][CH3:9])[o:6]1.[CH3:33][O:34][CH2:35][CH2:36][O:37][CH3:38].[F:14][C:15]([c:16]1[cH:17][cH:18][c:19]([B:22]([OH:23])[OH:24])[cH:20][cH:21]1)([F:25])[F:26].[Na+:27].[Na+:28].[O-:29][C:30](=[O:31])[O-:32].[OH2:116].[cH:39]1[cH:40][cH:41][c:42]([P:43]([Pd:44]([P:45]([c:46]2[cH:47][cH:48][cH:49][cH:50][cH:51]2)([c:52]2[cH:53][cH:54][cH:55][cH:56][cH:57]2)[c:58]2[cH:59][cH:60][cH:61][cH:62][cH:63]2)([P:64]([c:65]2[cH:66][cH:67][cH:68][cH:69][cH:70]2)([c:71]2[cH:72][cH:73][cH:74][cH:75][cH:76]2)[c:77]2[cH:78][cH:79][cH:80][cH:81][cH:82]2)[P:83]([c:84]2[cH:85][cH:86][cH:87][cH:88][cH:89]2)([c:90]2[cH:91][cH:92][cH:93][cH:94][cH:95]2)[c:96]2[cH:97][cH:98][cH:99][cH:100][cH:101]2)([c:102]2[cH:103][cH:104][cH:105][cH:106][cH:107]2)[c:108]2[cH:109][cH:110][cH:111][cH:112][cH:113]2)[cH:114][cH:115]1>>[c:2]1(-[c:19]2[cH:18][cH:17][c:16]([C:15]([F:14])([F:25])[F:26])[cH:21][cH:20]2)[cH:3][c:4]([C:10](=[O:11])[O:12][CH3:13])[c:5]([CH2:7][S:8][CH3:9])[o:6]1. The reactants are Clc1nc2ccccc2[nH]1, Nc1ccc(F)c(F)c1F. Yields the product Fc1ccc(Nc2nc3ccccc3[nH]2)c(F)c1F. As a reaction SMILES: [Cl:1][c:2]1[nH:3][c:4]2[c:5]([n:6]1)[cH:7][cH:8][cH:9][cH:10]2.[F:11][c:12]1[c:13]([NH2:14])[cH:15][cH:16][c:17]([F:20])[c:18]1[F:19]>>[c:2]1([NH:14][c:13]2[c:12]([F:11])[c:18]([F:19])[c:17]([F:20])[cH:16][cH:15]2)[nH:3][c:4]2[c:5]([n:6]1)[cH:7][cH:8][cH:9][cH:10]2. The reactants are ClC=1C=NC(=C(C(=O)O)C1)OCC1CCCCC1 (5-chloro-2-hexahydrobenzyloxy-nicotinic acid), solution, [Na].NCCC1=CC=C(C(=O)O)C=C1 (4-(2-aminoethyl)-benzoic acid sodium), COC(=O)Cl (chloroformic acid methyl ester), C(C)(=O)[O-].[Na+] (sodium acetate). The solvent is O1CCCC1 (tetrahydrofuran), C(C)N(CC)CC (triethylamine). Conditions: temperature 0 celsius, time 15 minute. Yields the product 5-chloro-2-hexahydrobenzyloxy-nicotinamido, C(C1=CC=CC=C1)(=O)O (benzoic acid). Reaction SMILES: ClC1C=NC(OCC2CCCCC2)=C(C=1)C(O)=O.COC(Cl)=O.[Na].NCC[C:28]1[CH:36]=[CH:35][C:31]([C:32]([OH:34])=[O:33])=[CH:30][CH:29]=1.C([O-])(=O)C.[Na+]>O1CCCC1.C(N(CC)CC)C>[C:32]([OH:34])(=[O:33])[C:31]1[CH:35]=[CH:36][CH:28]=[CH:29][CH:30]=1 |f:2.3,4.5,^1:23|. Reported procedure: 1 g of triethylamine is added to 2.7 g of 5-chloro-2-hexahydrobenzyloxy-nicotinic acid (melting point 150° to 151° C., prepared from 2-chloronicotinic acid by reacting same with hexahydrobenzyl alcohol-sodium with subsequent chlorination with chlorine) in 100 ml of tetrahydrofuran and, after cooling to 0° C., 0.95 g of chloroformic acid methyl ester is added. Stirring of the mixture is continued for 15 minutes at 0° C. and the mixture is added to 10 ml of an about 1 molar solution of 4-(2-aminoe... Starting materials: CN(C)CCCOc1ccc(-c2cnc(Nc3ccccc3)s2)cc1, CO, ClCCN1CCCCC1, ClCCl, Cl, Oc1ccc(Nc2ncc(-c3ccsc3)s2)cc1. Yields the product c1cc(-c2cnc(Nc3ccc(OCCN4CCCCC4)cc3)s2)cs1. Reaction SMILES: [CH3:1][N:2]([CH3:3])[CH2:4][CH2:5][CH2:6][O:7][c:8]1[cH:9][cH:10][c:11](-[c:12]2[s:13][c:14]([NH:15][c:16]3[cH:17][cH:18][cH:19][cH:20][cH:21]3)[n:22][cH:23]2)[cH:24][cH:25]1.[CH3:57][OH:58].[Cl:45][CH2:46][CH2:47][N:48]1[CH2:49][CH2:50][CH2:51][CH2:52][CH2:53]1.[Cl:54][CH2:55][Cl:56].[ClH:44].[s:26]1[cH:27][c:28](-[c:31]2[cH:32][n:33][c:34]([NH:36][c:37]3[cH:38][cH:39][c:40]([OH:43])[cH:41][cH:42]3)[s:35]2)[cH:29][cH:30]1>>[s:26]1[cH:27][c:28](-[c:31]2[cH:32][n:33][c:34]([NH:36][c:37]3[cH:38][cH:39][c:40]([O:43][CH2:46][CH2:47][N:48]4[CH2:49][CH2:50][CH2:51][CH2:52][CH2:53]4)[cH:41][cH:42]3)[s:35]2)[cH:29][cH:30]1. Yields the product OC(CNC(C1=CC(=CC=C1)S(NC1=C(C=C(C=C1)F)C(F)(F)F)(=O)=O)=O)C(CO)O (3-[N-(4-Fluoro-2-trifluoromethylphenyl)sulfamoyl]-benzoic acid-[2,3,4-trihydroxy-butyl)-amide). The solvent is CO.O (methanol water). RXN SMILES: [OH:1][CH:2]([CH:28]1[CH2:32][O:31]C(C)(C)[O:29]1)[CH2:3][NH:4][C:5](=[O:27])[C:6]1[CH:11]=[CH:10][CH:9]=[C:8]([S:12](=[O:26])(=[O:25])[NH:13][C:14]2[CH:19]=[CH:18][C:17]([F:20])=[CH:16][C:15]=2[C:21]([F:24])([F:23])[F:22])[CH:7]=1>CO.O>[OH:1][CH:2]([CH:28]([OH:29])[CH2:32][OH:31])[CH2:3][NH:4][C:5](=[O:27])[C:6]1[CH:11]=[CH:10][CH:9]=[C:8]([S:12](=[O:25])(=[O:26])[NH:13][C:14]2[CH:19]=[CH:18][C:17]([F:20])=[CH:16][C:15]=2[C:21]([F:24])([F:22])[F:23])[CH:7]=1 |f:1.2|. Reactants: OC(CNC(C1=CC(=CC=C1)S(NC1=C(C=C(C=C1)F)C(F)(F)F)(=O)=O)=O)C1OC(OC1)(C)C (3-[N-(4-fluoro-2-trifluoromethylphenyl)sulfamoyl]-benzoic acid-[2-hydroxy-2-(2,2-dimethyl-1,3-dioxolan-4-yl)-ethylamide]). Procedure details: 2.53 g (5 mmol) of 3-[N-(4-fluoro-2-trifluoromethylphenyl)sulfamoyl]-benzoic acid-[2-hydroxy-2-(2,2-dimethyl-1,3-dioxolan-4-yl)-ethylamide] is dissolved in 20 ml of methanol/water 1:1, about 100 mg of cation exchanger Amberlyst 15 is added and warmed to boiling temperature in 1 hour. The ion exchanger is then filtered off and the filtrate is evaporated to dryness in a vacuum. 1.94 g (4.18 mmol)=83.5% of the theoretical yield of the product is obtained as an amorphous solid. Reactants: solution, Cl (hydrogen chloride), ClC[C@H]1[C@@H](C1)CN1CCN(CC1)C1=C(C=CC=C1)C1CC(CC(C1)(C)C)(C)C (trans-1-(2-chloromethylcyclopropylmethyl)-4-[2-(3,3,5,5-tetramethylcyclohexyl)-phenyl]piperazine). Run in C(C)(=O)OCC (ethyl acetate), ClCCl (dichloromethane). Product: Cl.ClC[C@H]1[C@@H](C1)CN1CCN(CC1)C1=C(C=CC=C1)C1CC(CC(C1)(C)C)(C)C (trans-1-(2-Chloromethylcyclopropylmethyl)-4-[2-(3,3,5,5-tetramethylcyclohexyl)phenyl]piperazine hydrochloride). The yield is 212.4%. Reaction SMILES: [Cl:1][CH2:2][C@@H:3]1[CH2:5][C@H:4]1[CH2:6][N:7]1[CH2:12][CH2:11][N:10]([C:13]2[CH:18]=[CH:17][CH:16]=[CH:15][C:14]=2[CH:19]2[CH2:24][C:23]([CH3:26])([CH3:25])[CH2:22][C:21]([CH3:28])([CH3:27])[CH2:20]2)[CH2:9][CH2:8]1.Cl>ClCCl.C(OCC)(=O)C>[ClH:1].[Cl:1][CH2:2][C@@H:3]1[CH2:5][C@H:4]1[CH2:6][N:7]1[CH2:8][CH2:9][N:10]([C:13]2[CH:18]=[CH:17][CH:16]=[CH:15][C:14]=2[CH:19]2[CH2:24][C:23]([CH3:26])([CH3:25])[CH2:22][C:21]([CH3:28])([CH3:27])[CH2:20]2)[CH2:11][CH2:12]1 |f:4.5|. Procedure: To trans-1-(2-chloromethylcyclopropylmethyl)-4-[2-(3,3,5,5-tetramethylcyclohexyl)-phenyl]piperazine (19 mg) produced in Example (94a) dissolved in dichloromethane was added a 4N solution of hydrogen chloride in ethyl acetate. Nitrogen was then blown to the solution to remove the solvent. Diethyl ether was added to the obtained residue to produce a solid, which was then triturated by sonication. The supernatant diethyl ether solution was removed and the obtained solid residue was dried by blowing...